This data is from the Open Reaction Database (ORD), a public repository of structured organic reaction records. The task is: describe an organic reaction: reactants, conditions, products, and yield Starting materials: resultant mixture, COC([C@@H](NC(=S)C1(CCCC1)CCNC(C)=O)CC1=CC=C(C=C1)N)=O (4-amino-N-[[1-[2-(acetylamino)ethyl]cyclopentyl]thioxomethyl]-L-phenylalanine methyl ester), C(C)(C)N(CC)C(C)C (diisopropylethylamine), ClC1=C(C(=O)Cl)C(=CC=C1)Cl (2,6-dichlorobenzoyl chloride). Solvent: ClCCl (dichloromethane), ClCCl (dichloromethane). The product is COC([C@@H](NC(=S)C1(CCCC1)CCNC(C)=O)CC1=CC=C(C=C1)NC(=O)C1=C(C=CC=C1Cl)Cl)=O (N-[[1-[2-(acetylamino)ethyl]cyclopentyl]thioxomethyl]-4-[[(2,6-dichlorophenyl)carbonyl]amino]-L-phenylalanine methyl ester). Yield: 106.7%. As a reaction SMILES: [CH3:1][O:2][C:3](=[O:27])[C@H:4]([CH2:19][C:20]1[CH:25]=[CH:24][C:23]([NH2:26])=[CH:22][CH:21]=1)[NH:5][C:6]([C:8]1([CH2:13][CH2:14][NH:15][C:16](=[O:18])[CH3:17])[CH2:12][CH2:11][CH2:10][CH2:9]1)=[S:7].C(N(C(C)C)CC)(C)C.[Cl:37][C:38]1[CH:46]=[CH:45][CH:44]=[C:43]([Cl:47])[C:39]=1[C:40](Cl)=[O:41]>ClCCl>[CH3:1][O:2][C:3](=[O:27])[C@H:4]([CH2:19][C:20]1[CH:21]=[CH:22][C:23]([NH:26][C:40]([C:39]2[C:38]([Cl:37])=[CH:46][CH:45]=[CH:44][C:43]=2[Cl:47])=[O:41])=[CH:24][CH:25]=1)[NH:5][C:6]([C:8]1([CH2:13][CH2:14][NH:15][C:16](=[O:18])[CH3:17])[CH2:9][CH2:10][CH2:11][CH2:12]1)=[S:7]. Procedure details: To a solution of 4-amino-N-[[1-[2-(acetylamino)ethyl]cyclopentyl]thioxomethyl]-L-phenylalanine methyl ester (195 mg, 0.498 mmol) and diisopropylethylamine (0.0950 mL, 0.548 mmol) in dichloromethane (1 mL) was added a solution of 2,6-dichlorobenzoyl chloride (110 mg, 0.523 mmol) in dichloromethane (1 mL). The resultant mixture was stirred overnight then was concentrated in vacuo and transferred to a separatory funnel containing ethyl acetate (50 mL) and water (10 mL). The separated aqueous layer ... Reactants: O (water), [OH-].[Ca+2].[OH-] (hydrated lime), P(O)(O)(O)=O (phosphoric acid), Ca3(PO4)2, O (water). Run in C(C)(=O)O (acetic acid). Product: P(=O)([O-])([O-])[O-].[Ca+2].[Ca+2].[Ca+2].P(=O)([O-])([O-])[O-] (tri-calcium phosphate). RXN SMILES: O.[OH-].[Ca+2:3].[OH-].[P:5](=[O:9])([OH:8])([OH:7])[OH:6]>C(O)(=O)C>[P:5]([O-:9])([O-:8])([O-:7])=[O:6].[Ca+2:3].[Ca+2:3].[Ca+2:3].[P:5]([O-:9])([O-:8])([O-:7])=[O:6] |f:1.2.3,6.7.8.9.10|. Procedure: A new and useful method for producing commercial tri-calcium phosphate, or TCP, utilizes less water and energy than current methods. TCP has the following chemical formula: Ca3(PO4)2. The processes &the present invention produce a TCP product with less energy and less waste than the current methods. According to the method of the present invention in FIG. 1, water 1, hydrated lime 2, related ingredients such as acetic acid 4, and phosphoric acid 3 are admixed in a reaction vessel 7 to form a tri...